The task is: describe an organic reaction: reactants, conditions, products, and yield. This data is from the Open Reaction Database (ORD), a public repository of structured organic reaction records. Procedure details: 110 g of 2,3,4,6-tetrafluoro-benzotrifluoride in 200 ml of tetrahydrofuran were initially introduced into a 0.7 l stainless steel autoclave and it was pressurized using 30 ml of liquid ammonia. The mixture was subsequently heated at 100° C. for 3 hours, a maximum pressure of 10 bar being adjusted. After cooling, the pressure was released and the liquid phase was subjected to a fractional distillation. 42 g of 2-amino-3,4,6-trifluorobenzotrifluoride were first obtained with a boiling point of 47°... Solvent: O1CCCC1 (tetrahydrofuran). RXN SMILES: F[C:2]1[C:7]([F:8])=[C:6]([F:9])[CH:5]=[C:4]([F:10])[C:3]=1[C:11]([F:14])([F:13])[F:12].[NH3:15]>O1CCCC1>[NH2:15][C:2]1[C:7]([F:8])=[C:6]([F:9])[CH:5]=[C:4]([F:10])[C:3]=1[C:11]([F:14])([F:13])[F:12]. Reactants: FC1=C(C(=CC(=C1F)F)F)C(F)(F)F (2,3,4,6-tetrafluoro-benzotrifluoride), stainless steel, N (ammonia), liquid. Reaction conditions: temperature 100 celsius. Product: NC1=C(C(=CC(=C1F)F)F)C(F)(F)F (2-amino-3,4,6-trifluorobenzotrifluoride). Reactants: O1C(CCC1)COS(=O)(=O)C (methanesulfonic acid tetrahydro-furan-2-ylmethyl ester), N1=C(C=CC=C1)C=1C(=C2N(N1)CCC2)C2=CC=NC1=CC(=CC=C21)O (4-(2-pyridin-2-yl-5,6-dihydro-4H-pyrrolo[1,2-b]pyrazol-3-yl)-quinolin-7-ol), C([O-])([O-])=O.[Cs+].[Cs+] (cesium carbonate). Run in CN(C=O)C (N,N-dimethylformamide). Conditions: temperature 60 celsius. Product: N1=C(C=CC=C1)C=1C(=C2N(N1)CCC2)C2=CC=NC1=CC(=CC=C21)OCC2OCCC2 (4-(2-Pyridin-2-yl-5,6-dihydro-4H-pyrrolo[1,2-b]pyrazol-3-yl)-7-(tetrahydro-furan-2-ylmethoxy)-quinoline). Reaction SMILES: [O:1]1[CH2:5][CH2:4][CH2:3][CH:2]1[CH2:6][O:7]S(C)(=O)=O.[N:12]1[CH:17]=[CH:16][CH:15]=[CH:14][C:13]=1[C:18]1[C:19]([C:26]2[C:35]3[C:30](=[CH:31][C:32](O)=[CH:33][CH:34]=3)[N:29]=[CH:28][CH:27]=2)=[C:20]2[CH2:25][CH2:24][CH2:23][N:21]2[N:22]=1.C(=O)([O-])[O-].[Cs+].[Cs+]>CN(C)C=O>[N:12]1[CH:17]=[CH:16][CH:15]=[CH:14][C:13]=1[C:18]1[C:19]([C:26]2[C:35]3[C:30](=[CH:31][C:32]([O:7][CH2:6][CH:2]4[CH2:3][CH2:4][CH2:5][O:1]4)=[CH:33][CH:34]=3)[N:29]=[CH:28][CH:27]=2)=[C:20]2[CH2:25][CH2:24][CH2:23][N:21]2[N:22]=1 |f:2.3.4|. Reported procedure: A mixture of methanesulfonic acid tetrahydro-furan-2-ylmethyl ester (0.70 g, 3.66 mmol), 4-(2-pyridin-2-yl-5,6-dihydro-4H-pyrrolo[1,2-b]pyrazol-3-yl)-quinolin-7-ol (400 mg, 1.22 mmol), and cesium carbonate (2.38 g, 7.32 mmol) in N,N-dimethylformamide (2.5 mL) is heated at 60° C. for 42 h. The mixture is concentrated in vacuo and the residue chromatographed to yield the title compound, 79 mg (15%), as a tan solid.